From a dataset of the Open Reaction Database (ORD), a public repository of structured organic reaction records. describe an organic reaction: reactants, conditions, products, and yield The reactants are ClC=1C=NC=C(C1C=O)Cl (3,5-dichloro-4-pyridinecarboxaldehyde), [N+](=O)([O-])C (nitromethane), C[O-].[Na+] (sodium methoxide). The solvent is CO (MeOH). Run at time 1 hour. The product is ClC=1C=NC=C(C1C(C[N+](=O)[O-])O)Cl (1-(3,5-dichloropyridin-4-yl)-2-nitroethanol). RXN SMILES: [Cl:1][C:2]1[CH:3]=[N:4][CH:5]=[C:6]([Cl:10])[C:7]=1[CH:8]=[O:9].[N+:11]([CH3:14])([O-:13])=[O:12].C[O-].[Na+]>CO>[Cl:1][C:2]1[CH:3]=[N:4][CH:5]=[C:6]([Cl:10])[C:7]=1[CH:8]([OH:9])[CH2:14][N+:11]([O-:13])=[O:12] |f:2.3|. Procedure: To a solution of 3,5-dichloro-4-pyridinecarboxaldehyde (2.3 g, 13.3 mmol) in MeOH (25 mL) were added nitromethane (2.2 mL, 39.9 mmol) and sodium methoxide (861 mg, 15.9 mmol). After addition, the mixture was stirred for 1 h. The reaction mixture was quenched by adding 2 M aqueous HCl (7 mL) and extracted with EtOAc. The organic layer washed with brine×2 and dried over MgSO4. After the solvent was removed, the residue was purified by column chromatography on silica gel to give compound A1-1 (2.8 ... Reactants: ClC1=NC=NC(=C1CC=O)Cl ((4,6-dichloropyrimidin-5-yl)acetaldehyde), N[C@H](CO)C ((S)-2-amino-1-propanol). Product: ClC=1C2=C(N=CN1)N(C=C2)[C@H](CO)C ((2S)-2-(4-Chloro-7H-pyrrolo[2,3-d]pyrimidin-7-yl)propan-1-ol). Reaction SMILES: Cl[C:2]1[C:7]([CH2:8][CH:9]=O)=[C:6]([Cl:11])[N:5]=[CH:4][N:3]=1.[NH2:12][C@@H:13]([CH3:16])[CH2:14][OH:15]>>[Cl:11][C:6]1[C:7]2[CH:8]=[CH:9][N:12]([C@@H:13]([CH3:16])[CH2:14][OH:15])[C:2]=2[N:3]=[CH:4][N:5]=1. Procedure: The title compound was prepared according to the method described for Preparation 1 using (4,6-dichloropyrimidin-5-yl)acetaldehyde and (S)-2-amino-1-propanol to afford the title compound as a cream solid in 98% yield, 10.9 g. RXN SMILES: [OH-].[NH3+]N.[CH2:4]([O:6][C:7]1[C:8]2[S:21][C:20]3[N:22]=[C:23]([CH3:37])[C:24]([CH2:27][C:28]4[CH:33]=[CH:32][C:31]([N+:34]([O-])=O)=[CH:30][CH:29]=4)=[C:25]([CH3:26])[C:19]=3[C:9]=2[N:10]=[C:11]([N:13]2[CH2:18][CH2:17][NH:16][CH2:15][CH2:14]2)[N:12]=1)[CH3:5]>C(O)C.[Pd]>[NH2:34][C:31]1[CH:32]=[CH:33][C:28]([CH2:27][C:24]2[C:23]([CH3:37])=[N:22][C:20]3[S:21][C:8]4[C:7]([O:6][CH2:4][CH3:5])=[N:12][C:11]([N:13]5[CH2:18][CH2:17][NH:16][CH2:15][CH2:14]5)=[N:10][C:9]=4[C:19]=3[C:25]=2[CH3:26])=[CH:29][CH:30]=1 |f:0.1|. The reagents and catalysts are [Pd] (Pd/C). Reported procedure: 40 mg 10% Pd/C and 0.5 ml (10 mmol) hydraziniumhydroxide are added to 0.36 g (0.8 mmol) 4-ethoxy-7,9-dimethyl-8-(4-nitrobenzyl)-2-piperazin-1-yl-pyrido[3′,2′:4,5]thieno[3,2-d]pyrimidine in 3 ml ethanol. Then, refluxing is carried for 10 h, the solvent is removed and the residue is taken up with 50 ml chloroform. Following filtration, the solvent is removed and the residue is recrystallized from chloroform/cyclohexane. 0.16 g (45%) of the title substance is obtained. Run at time 10 hour. Yields the product NC1=CC=C(CC2=C(C3=C(SC4=C3N=C(N=C4OCC)N4CCNCC4)N=C2C)C)C=C1 (8-(4-aminobenzyl)-4-ethoxy-7,9-dimethyl-2-piperazin-1-yl-pyrido[3′,2′:4,5]thieno[3,2-d]pyrimidine). Run in C(C)O (ethanol). The reactants are [OH-].[NH3+]N (hydraziniumhydroxide), C(C)OC=1C2=C(N=C(N1)N1CCNCC1)C1=C(S2)N=C(C(=C1C)CC1=CC=C(C=C1)[N+](=O)[O-])C (4-ethoxy-7,9-dimethyl-8-(4-nitrobenzyl)-2-piperazin-1-yl-pyrido[3′,2′:4,5]thieno[3,2-d]pyrimidine).